Task: describe an organic reaction: reactants, conditions, products, and yield. Dataset: the Open Reaction Database (ORD), a public repository of structured organic reaction records Reactants: BrCCCCBr (1,4-dibromobutane), [Na] (sodium), CC(=O)C1=CC(OC)=C(O)C=C1 (acetovanillone). Solvent: C(C)O (ethanol), C(C)O (ethanol), C(C)O (ethanol). Run at time 1 hour. The product is BrCCCCOC1=C(C=C(C=C1)C(C)=O)OC (1-[4-(4-Bromobutoxy)-3-methoxyphenyl]ethanone). The yield is 91.6%. As a reaction SMILES: [Na].[CH3:2][C:3]([C:5]1[CH:13]=[CH:12][C:10]([OH:11])=[C:7]([O:8][CH3:9])[CH:6]=1)=[O:4].[Br:14][CH2:15][CH2:16][CH2:17][CH2:18]Br>C(O)C>[Br:14][CH2:15][CH2:16][CH2:17][CH2:18][O:11][C:10]1[CH:12]=[CH:13][C:5]([C:3](=[O:4])[CH3:2])=[CH:6][C:7]=1[O:8][CH3:9] |^1:0|. Procedure: To a warm solution of 12.7 g (0.55 mole) of sodium metal in 500 ml of absolute ethanol was added a slurry of 83.1 g (0.5 mole) of acetovanillone in 250 ml of absolute ethanol. All solids dissolved and then a solid precipitated. The mixture was stirred at ambient temperature for 1 hr and then added over a 3 hr period to a solution at reflux of 177 g (0.82 mole) of 1,4-dibromobutane in 500 ml of absolute ethanol. After addition was complete, the mixture was heated at reflux overnight. The mixture ... The reactants are C1(=CC=CC=C1)CC=O (phenylacetaldehyde), C(=C)[Mg]Br (vinyl magnesium bromide). The solvent is O1CCCC1 (tetrahydrofuran), O1CCCC1 (tetrahydrofuran). Reaction conditions: temperature 0 celsius, time 1 hour. Product: C(=C)C(CC1=CC=CC=C1)O (α-Ethenylbenzenethanol). Yield: 101.2%. As a reaction SMILES: [C:1]1([CH2:7][CH:8]=[O:9])[CH:6]=[CH:5][CH:4]=[CH:3][CH:2]=1.[CH:10]([Mg]Br)=[CH2:11]>O1CCCC1>[CH:10]([CH:8]([OH:9])[CH2:7][C:1]1[CH:6]=[CH:5][CH:4]=[CH:3][CH:2]=1)=[CH2:11]. Procedure: A solution of phenylacetaldehyde(600 mg, 5 mmol) in 12 ml of tetrahydrofuran was added dropwise over about 10 minutes to a solution of vinyl magnesium bromide (10 ml; 1M in tetrahydrofuran; 10 mmol) in 12 ml of tetrahydrofuran at 0° C. The internal temperature was maintained below 5° C. during the addition. After stirring for 1 hour at 0° C., the reaction was quenched by adding about 25 ml of saturated ammonium chloride solution. The resulting mixture was extracted with 100 ml of ethyl ether. Th...